This data is from the Open Reaction Database (ORD), a public repository of structured organic reaction records. The task is: describe an organic reaction: reactants, conditions, products, and yield The reactants are Cc1ccc2occ(-c3ccc(Br)cc3)c2c1, [Mg], O=C=O, C1CCOC1. The product is Cc1ccc2occ(-c3ccc(C(=O)O)cc3)c2c1. As a reaction SMILES: [Br:1][c:2]1[cH:3][cH:4][c:5](-[c:8]2[cH:9][o:10][c:11]3[c:12]2[cH:13][c:14]([CH3:17])[cH:15][cH:16]3)[cH:6][cH:7]1.[Mg:18].[O:19]=[C:20]=[O:21].[O:22]1[CH2:23][CH2:24][CH2:25][CH2:26]1>>[c:2]1([C:20](=[O:19])[OH:21])[cH:3][cH:4][c:5](-[c:8]2[cH:9][o:10][c:11]3[c:12]2[cH:13][c:14]([CH3:17])[cH:15][cH:16]3)[cH:6][cH:7]1. The reactants are O (water), ClC1=CC(=C(C=C1)OC)C#C (4-chloro-2-ethynyl-1-methoxybenzene), BrC1=C(C=CC=C1F)NC(C(F)(F)F)=O (N-(2-bromo-3-fluorophenyl)-2,2,2-trifluoroacetamide). The reagents and catalysts are Cl[Pd]([P](C1=CC=CC=C1)(C2=CC=CC=C2)C3=CC=CC=C3)([P](C4=CC=CC=C4)(C5=CC=CC=C5)C6=CC=CC=C6)Cl (Pd(PPh3)2Cl2). Run in CCCC[N+](CCCC)(CCCC)CCCC.[F-] (TBAF). Run at temperature 25 celsius, time 12 hour. Yields the product crude product, ClC=1C=CC(=C(C1)C=1NC2=CC=CC(=C2C1)F)OC (2-(5-chloro-2-methoxyphenyl)-4-fluoro-1H-indole). The yield is 25.9%. Reaction SMILES: [Cl:1][C:2]1[CH:7]=[CH:6][C:5]([O:8][CH3:9])=[C:4]([C:10]#[CH:11])[CH:3]=1.Br[C:13]1[C:18]([F:19])=[CH:17][CH:16]=[CH:15][C:14]=1[NH:20]C(=O)C(F)(F)F.O>CCCC[N+](CCCC)(CCCC)CCCC.[F-].Cl[Pd](Cl)([P](C1C=CC=CC=1)(C1C=CC=CC=1)C1C=CC=CC=1)[P](C1C=CC=CC=1)(C1C=CC=CC=1)C1C=CC=CC=1>[Cl:1][C:2]1[CH:7]=[CH:6][C:5]([O:8][CH3:9])=[C:4]([C:10]2[NH:20][C:14]3[C:13]([CH:11]=2)=[C:18]([F:19])[CH:17]=[CH:16][CH:15]=3)[CH:3]=1 |f:3.4,^1:48,67|. Procedure details: A mixture of 4-chloro-2-ethynyl-1-methoxybenzene (255 mg, 1.5 mmol), N-(2-bromo-3-fluorophenyl)-2,2,2-trifluoroacetamide (400 mg, 1.4 mmol), Pd(PPh3)2Cl2 (30 mg, 0.04 mmol) was stirred in TBAF.3H2O (1.43 g, 7 mmol) at 110° C. for 12 hours. The reaction mixture was cooled to 25° C. and added to water, then extracted with ethyl acetate and washed with brine, dried over Na2SO4. After concentrated, the crude product of 2-(5-chloro-2-methoxyphenyl)-4-fluoro-1H-indole (100 mg, yield: 20%) was obtained... Reactants: C(N)(=O)C(C(C)C)(C)NC(=O)C1=C(C=CC=2N(C(=NC21)C)CC)C(=O)O (4-[(1-carbamoyl-1,2-dimethylpropyl)carbamoyl]-1-ethyl-2-methyl-5-benzimidazolecarboxylic acid), [OH-].[Na+] (sodium hydroxide), Cl (hydrochloric acid). Solvent: O (water). Conditions: time 2 hour. The product is C(C)N1C(=NC2=C1C=CC(=C2C=2NC(C(N2)(C)C(C)C)=O)C(=O)O)C (1-Ethyl-4-(4-isopropyl-4-methyl-5-oxo-2-imidazolin-2-yl)-2-methyl-5-benzimidazolecarboxylic acid). The yield is 28.2%. RXN SMILES: [C:1]([C:4]([NH:9][C:10]([C:12]1[C:20]2[N:19]=[C:18]([CH3:21])[N:17]([CH2:22][CH3:23])[C:16]=2[CH:15]=[CH:14][C:13]=1[C:24]([OH:26])=[O:25])=O)([CH3:8])[CH:5]([CH3:7])[CH3:6])(=[O:3])[NH2:2].[OH-].[Na+].Cl>O>[CH2:22]([N:17]1[C:16]2[CH:15]=[CH:14][C:13]([C:24]([OH:26])=[O:25])=[C:12]([C:10]3[NH:2][C:1](=[O:3])[C:4]([CH:5]([CH3:7])[CH3:6])([CH3:8])[N:9]=3)[C:20]=2[N:19]=[C:18]1[CH3:21])[CH3:23] |f:1.2|. Procedure details: A mixture of 4-[(1-carbamoyl-1,2-dimethylpropyl)carbamoyl]-1-ethyl-2-methyl-5-benzimidazolecarboxylic acid (4.09 g, 11.4 mmol), 10N sodium hydroxide (6.8 mL, 68.0 mmol) and water is stirred for 2 hours at reflux temperature, cooled, acidified to pH 4 with hydrochloric acid and filtered. The filter cake is recrystallized from acetonitrile to yield the title product as a white powder (1.10 g, 28.2%), mp 250°-256° C. (dec). The reactants are FC(C(=O)O)(F)F (Trifluoroacetic acid), FC(C1=NN=C2N1N=C(C=C2)N2CC1C(C2)CN(C1)C(=O)OC(C)(C)C)(F)F (tert-butyl 5-(3-(trifluoromethyl)-[1,2,4]triazolo[4,3-b]pyridazin-6-yl)hexahydropyrrolo[3,4-c]pyrrole-2(1H)-carboxylate). The solvent is ClCCl (dichloromethane). Reaction conditions: time 1 hour. The product is C1N(CC2C1CNC2)C=2C=CC=1N(N2)C(=NN1)C(F)(F)F (6-(hexahydropyrrolo[3,4-c]pyrrol-2(1H)-yl)-3-(trifluoromethyl)-[1,2,4]triazolo[4,3-b]pyridazine). Isolated yield 98.0%. RXN SMILES: FC(F)(F)C(O)=O.[F:8][C:9]([F:35])([F:34])[C:10]1[N:14]2[N:15]=[C:16]([N:19]3[CH2:23][CH:22]4[CH2:24][N:25](C(OC(C)(C)C)=O)[CH2:26][CH:21]4[CH2:20]3)[CH:17]=[CH:18][C:13]2=[N:12][N:11]=1>ClCCl>[CH2:20]1[CH:21]2[CH2:26][NH:25][CH2:24][CH:22]2[CH2:23][N:19]1[C:16]1[CH:17]=[CH:18][C:13]2[N:14]([C:10]([C:9]([F:34])([F:35])[F:8])=[N:11][N:12]=2)[N:15]=1. Procedure details: Trifluoroacetic acid (15 mL, 194.70 mmol) was added to a mixture of tert-butyl 5-(3-(trifluoromethyl)-[1,2,4]triazolo[4,3-b]pyridazin-6-yl)hexahydropyrrolo[3,4-c]pyrrole-2(1H)-carboxylate (3 g, 7.53 mmol) and dichloromethane (60 mL). The resulting solution was stirred at ambient temperature for 1 hour and then evaporated to leave an involatile residue. The residue was purified by ion-exchange chromatography on an SCX column using aqueous ammonia (7M) in methanol as eluant to give 6-(hexahydropyr... Starting materials: Cc1ccccc1, CSCCCCCNc1c(N)cnc2ccccc12, O=C(Cl)C(F)(F)F, c1ccncc1. Yields the product CSCCCCCNc1c(NC(=O)C(F)(F)F)cnc2ccccc12. RXN SMILES: [CH3:27][c:28]1[cH:29][cH:30][cH:31][cH:32][cH:33]1.[CH3:8][S:9][CH2:10][CH2:11][CH2:12][CH2:13][CH2:14][NH:15][c:16]1[c:17]([NH2:26])[cH:18][n:19][c:20]2[cH:21][cH:22][cH:23][cH:24][c:25]12.[F:1][C:2]([F:3])([F:4])[C:5]([Cl:6])=[O:7].[cH:34]1[cH:35][cH:36][n:37][cH:38][cH:39]1>>[F:1][C:2]([F:3])([F:4])[C:5](=[O:7])[NH:26][c:17]1[c:16]([NH:15][CH2:14][CH2:13][CH2:12][CH2:11][CH2:10][S:9][CH3:8])[c:25]2[c:20]([n:19][cH:18]1)[cH:21][cH:22][cH:23][cH:24]2. Starting materials: SCCO (β-Mercaptoethanol), [N+](=O)([O-])C1=CC=C(CBr)C=C1 (4-nitrobenzyl bromide), C(=O)([O-])[O-].[K+].[K+] (K2CO3). Reagents/catalysts: C1COCCOCCOCCOCCOCCO1 (18-crown-6). Solvent: CC(=O)C (acetone). Yields the product [N+](=O)([O-])C1=CC=C(C=C1)CSCCO (2-{[(4-Nitrophenyl)methyl]thio}ethanol). Yield: 119.3%. RXN SMILES: [SH:1][CH2:2][CH2:3][OH:4].[N+:5]([C:8]1[CH:15]=[CH:14][C:11]([CH2:12]Br)=[CH:10][CH:9]=1)([O-:7])=[O:6].C([O-])([O-])=O.[K+].[K+]>CC(C)=O.C1OCCOCCOCCOCCOCCOC1>[N+:5]([C:8]1[CH:15]=[CH:14][C:11]([CH2:12][S:1][CH2:2][CH2:3][OH:4])=[CH:10][CH:9]=1)([O-:7])=[O:6] |f:2.3.4|. Reported procedure: β-Mercaptoethanol (3.3 mL, 47.2 mmol) was added to a suspension of 4-nitrobenzyl bromide (10.0 g, 46.3 mmol), K2CO3 (16.1 g, 116.5 mmol), KI (154 mg, 0.9 mmol), and 18-crown-6 (258 mg, 1.0 mmol) in acetone (105 mL). The mixture was refluxed under N2 for 1.5 h, cooled to room temperature, filtered through a pad of celite, and concentrated in vacuo. The filtrate was poured into water (100 mL) and extracted with Et2O (2×100 mL). The extracts were washed with brine (150 mL), dried over Na2SO4, filte... Starting materials: C(C)(=O)O[C@@H]1[C@H]([C@H](OCC2=CC=CC=C2)O[C@@H]([C@H]1OC(C)=O)COC(C)=O)N1C(C=2C(C1=O)=CC=CC2)=O (Benzyl 3,4,6-tri-O-acetyl-2-deoxy-2-phthalimido-β-D-glucopyranoside), CCCCCC (hexane), C(C)(=O)OCC (ethyl acetate), C(C)O (ethyl alcohol). The solvent is CO (methanol), C[O-].[Na+] (sodium methoxide). Run at time 18 hour. Product: C1(C=2C(C(N1[C@H]1[C@@H](OCC3=CC=CC=C3)O[C@@H]([C@H]([C@@H]1O)O)CO)=O)=CC=CC2)=O (benzyl 2-deoxy-2-phthalimido-α-D-glucopyranoside). The yield is 89.4%. Reaction SMILES: C([O:4][C@H:5]1[C@H:18]([O:19]C(=O)C)[C@@H:17]([CH2:23][O:24]C(=O)C)[O:16][C@@H:7]([O:8][CH2:9][C:10]2[CH:15]=[CH:14][CH:13]=[CH:12][CH:11]=2)[C@@H:6]1[N:28]1[C:32](=[O:33])[C:31]2=[CH:34][CH:35]=[CH:36][CH:37]=[C:30]2[C:29]1=[O:38])(=O)C.C(OCC)(=O)C.C(O)C.CCCCCC>CO.C[O-].[Na+]>[C:29]1(=[O:38])[N:28]([C@@H:6]2[C@@H:5]([OH:4])[C@H:18]([OH:19])[C@@H:17]([CH2:23][OH:24])[O:16][C@@H:7]2[O:8][CH2:9][C:10]2[CH:11]=[CH:12][CH:13]=[CH:14][CH:15]=2)[C:32](=[O:33])[C:31]2=[CH:34][CH:35]=[CH:36][CH:37]=[C:30]12 |f:5.6|. Reported procedure: Benzyl 3,4,6-tri-O-acetyl-2-deoxy-2-phthalimido-β-D-glucopyranoside (3) (40.6 g, 84 mM) in 750 ml of dry methanol and 30 ml of 0.5M sodium methoxide was added to a 2 liter round bottomed flask equipped with magnetic stirring bar, saprum inlet and bent tube adapter and the contents stirred at room temperature for 18 hours. TLC indicated completion of the reaction. (The TLC solvent was 10:2:10 ethyl acetate: ethyl alcohol:hexane). To the mixture was added 15 g of Bio-Rad (Bio-Rad Laboratories, P.O... Starting materials: CC(C#N)(C[C@@]1(CCN(C(O1)=O)[C@@H](C)C1=CC=C(C=C1)B1OC(C(O1)(C)C)(C)C)C1=CC=CC=C1)C (2,2-dimethyl-3-((R)-2-oxo-6-phenyl-3-((S)-1-(4-(4,4,5,5-tetramethyl-1,3,2-dioxaborolan-2-yl)phenyl)ethyl)-1,3-oxazinan-6-yl)propanenitrile), ClC1=CC=C(N=N1)C(=O)OC (methyl 6-chloropyridazine-3-carboxylate), C1(CC1)N (cyclopropylamine). Yields the product C(#N)C(C[C@@]1(CCN(C(O1)=O)[C@@H](C)C1=CC=C(C=C1)C1=CC=C(N=N1)C(=O)NC1CC1)C1=CC=CC=C1)(C)C (6-(4-((S)-1-((R)-6-(2-cyano-2-methylpropyl)-2-oxo-6-phenyl-1,3-oxazinan-3-yl)ethyl)phenyl)-N-cyclopropylpyridazine-3-carboxamide). RXN SMILES: [CH3:1][C:2]([CH3:36])([CH2:5][C@@:6]1([C:30]2[CH:35]=[CH:34][CH:33]=[CH:32][CH:31]=2)[O:11][C:10](=[O:12])[N:9]([C@H:13]([C:15]2[CH:20]=[CH:19][C:18](B3OC(C)(C)C(C)(C)O3)=[CH:17][CH:16]=2)[CH3:14])[CH2:8][CH2:7]1)[C:3]#[N:4].Cl[C:38]1[N:43]=[N:42][C:41]([C:44]([O:46]C)=O)=[CH:40][CH:39]=1.[CH:48]1([NH2:51])[CH2:50][CH2:49]1>>[C:3]([C:2]([CH3:36])([CH3:1])[CH2:5][C@@:6]1([C:30]2[CH:31]=[CH:32][CH:33]=[CH:34][CH:35]=2)[O:11][C:10](=[O:12])[N:9]([C@H:13]([C:15]2[CH:20]=[CH:19][C:18]([C:38]3[N:43]=[N:42][C:41]([C:44]([NH:51][CH:48]4[CH2:50][CH2:49]4)=[O:46])=[CH:40][CH:39]=3)=[CH:17][CH:16]=2)[CH3:14])[CH2:8][CH2:7]1)#[N:4]. Reported procedure: The title compound was prepared from 2,2-dimethyl-3-((R)-2-oxo-6-phenyl-3-((S)-1-(4-(4,4,5,5-tetramethyl-1,3,2-dioxaborolan-2-yl)phenyl)ethyl)-1,3-oxazinan-6-yl)propanenitrile and methyl 6-chloropyridazine-3-carboxylate following procedures analogous to those described in Example 8 using cyclopropylamine in Step 2. LC-MS Method 2 tR=1.17 min, m/z=524.3; 1H NMR (CDCl3) 0.71 (m, 2H), 0.94 (m, 2H), 1.34 (s, 3H), 1.48 (s, 3H), 1.59 (m, 3H), 2.18 (m, 2H), 2.36 (m, 1H), 2.53 (m, 2H), 2.94 (m, 1H), 3.0... Reactants: BrBr, COc1ccc(-c2cc3ccccc3s2)cc1, ClC(Cl)Cl. The product is COc1ccc(-c2sc3ccccc3c2Br)cc1. As a reaction SMILES: [Br:18][Br:19].[CH3:1][O:2][c:3]1[cH:4][cH:5][c:6](-[c:9]2[cH:10][c:11]3[c:12]([s:13]2)[cH:14][cH:15][cH:16][cH:17]3)[cH:7][cH:8]1.[Cl:20][CH:21]([Cl:22])[Cl:23]>>[CH3:1][O:2][c:3]1[cH:4][cH:5][c:6](-[c:9]2[c:10]([Br:18])[c:11]3[c:12]([s:13]2)[cH:14][cH:15][cH:16][cH:17]3)[cH:7][cH:8]1. Reactants: C(CCC)OCCOC1=CC=C(C=C1)C=1C=CC2=C(C=C(CCN2C2=CC=C(C=C2)S(N(C)C)(=O)=O)C(=O)O)C1 (7-[4-(2-butoxyethoxy)phenyl]-1-(N,N-dimethyl-4-sulfamoylphenyl)-2,3-dihydro-1H-1-benzazepine-4-carboxylic acid), Cl.C(C)N=C=NCCCN(C)C (1-ethyl-3-(3-dimethylaminopropyl)carbodiimide hydrochloride), Cl.Cl.CN(C1CCOCC1)CC1=CC=C(N)C=C1 (4-[N-methyl-N-(tetrahydro-2H-pyran-4-yl)aminomethyl]aniline dihydrochloride), ON1N=NC2=C1C=CC=C2 (1-hydroxybenzotriazole). The reagents and catalysts are CN(C1=CC=NC=C1)C (4-dimethylaminopyridine). Solvent: CN(C)C=O (DMF), C(C)N(CC)CC (triethylamine). Reaction conditions: time 8 hour. The product is C(CCC)OCCOC1=CC=C(C=C1)C=1C=CC2=C(C=C(CCN2C2=CC=C(C=C2)S(N(C)C)(=O)=O)C(=O)NC2=CC=C(C=C2)CN(C2CCOCC2)C)C1 (7-[4-(2-butoxyethoxy)phenyl]-1-(N,N-dimethyl-4-sulfamoylphenyl)-N-[4-[[N-methyl-N-(tetrahydro-2H-pyran-4-yl)amino]methyl]phenyl]-2,3-dihydro-1H-1-benzazepine-4-carboxamide). Yield: 29.4%. As a reaction SMILES: [CH2:1]([O:5][CH2:6][CH2:7][O:8][C:9]1[CH:14]=[CH:13][C:12]([C:15]2[CH:16]=[CH:17][C:18]3[N:24]([C:25]4[CH:30]=[CH:29][C:28]([S:31](=[O:36])(=[O:35])[N:32]([CH3:34])[CH3:33])=[CH:27][CH:26]=4)[CH2:23][CH2:22][C:21]([C:37]([OH:39])=O)=[CH:20][C:19]=3[CH:40]=2)=[CH:11][CH:10]=1)[CH2:2][CH2:3][CH3:4].Cl.Cl.[CH3:43][N:44]([CH2:51][C:52]1[CH:58]=[CH:57][C:55]([NH2:56])=[CH:54][CH:53]=1)[CH:45]1[CH2:50][CH2:49][O:48][CH2:47][CH2:46]1.ON1C2C=CC=CC=2N=N1.Cl.C(N=C=NCCCN(C)C)C>CN(C=O)C.CN(C)C1C=CN=CC=1.C(N(CC)CC)C>[CH2:1]([O:5][CH2:6][CH2:7][O:8][C:9]1[CH:10]=[CH:11][C:12]([C:15]2[CH:16]=[CH:17][C:18]3[N:24]([C:25]4[CH:26]=[CH:27][C:28]([S:31](=[O:36])(=[O:35])[N:32]([CH3:33])[CH3:34])=[CH:29][CH:30]=4)[CH2:23][CH2:22][C:21]([C:37]([NH:56][C:55]4[CH:57]=[CH:58][C:52]([CH2:51][N:44]([CH3:43])[CH:45]5[CH2:50][CH2:49][O:48][CH2:47][CH2:46]5)=[CH:53][CH:54]=4)=[O:39])=[CH:20][C:19]=3[CH:40]=2)=[CH:13][CH:14]=1)[CH2:2][CH2:3][CH3:4] |f:1.2.3,5.6|. Reported procedure: In DMF (25 ml) were suspended 7-[4-(2-butoxyethoxy)phenyl]-1-(N,N-dimethyl-4-sulfamoylphenyl)-2,3-dihydro-1H-1-benzazepine-4-carboxylic acid (0.3 g), 4-[N-methyl-N-(tetrahydro-2H-pyran-4-yl)aminomethyl]aniline dihydrochloride (0.19 g) and 1-hydroxybenzotriazole (0.07 g). Under ice-cooling, to the suspension were added 1-ethyl-3-(3-dimethylaminopropyl)carbodiimide hydrochloride (0.15 g), triethylamine (0.37 ml) and 4-dimethylaminopyridine (catalytic amount), and the mixture was stirred at room te...